The task is: describe an organic reaction: reactants, conditions, products, and yield. This data is from the Open Reaction Database (ORD), a public repository of structured organic reaction records. Starting materials: ClCCNC(=O)N(C1[C@H](O)[C@@H](O)[C@@H](O)CO1)CC1=CC=C(C=C1)OC (1-(2-chloroethyl)-3-(p-methoxybenzyl)-3-(L-arabinopyranosyl)urea), [N+](=O)([N+](=O)[O-])[O-] (nitrogen tetroxide). Yields the product ClCCN(C(=O)N(C1[C@H](O)[C@@H](O)[C@@H](O)CO1)CC1=CC=C(C=C1)OC)N=O (1-(2-chloroethyl)-1-nitroso-3-(p-methoxybenzyl)-3-(L-arabinopyranosyl)urea). RXN SMILES: [Cl:1][CH2:2][CH2:3][NH:4][C:5]([N:7]([CH2:17][C:18]1[CH:23]=[CH:22][C:21]([O:24][CH3:25])=[CH:20][CH:19]=1)[CH:8]1[O:16][CH2:15][C@H:13]([OH:14])[C@H:11]([OH:12])[C@H:9]1[OH:10])=[O:6].[N+:26]([O-])([N+]([O-])=O)=[O:27]>>[Cl:1][CH2:2][CH2:3][N:4]([N:26]=[O:27])[C:5]([N:7]([CH2:17][C:18]1[CH:19]=[CH:20][C:21]([O:24][CH3:25])=[CH:22][CH:23]=1)[CH:8]1[O:16][CH2:15][C@H:13]([OH:14])[C@H:11]([OH:12])[C@H:9]1[OH:10])=[O:6]. Reported procedure: 3.7 g of 1-(2-chloroethyl)-3-(p-methoxybenzyl)-3-(L-arabinopyranosyl)urea and 5.0 g of nitrogen tetroxide gas are treated in the same manner as described in Example 31-(2). 2.5 g of 1-(2-chloroethyl)-1-nitroso-3-(p-methoxybenzyl)-3-(L-arabinopyranosyl)urea are thereby obtained as yellow caramel. Isolated yield 62.7%.